Dataset: the Open Reaction Database (ORD), a public repository of structured organic reaction records. Task: describe an organic reaction: reactants, conditions, products, and yield Starting materials: CC(C)(C)OC(=O)N1CC2CNCC2C1, Clc1ccc(I)cn1. Product: CC(C)(C)OC(=O)N1CC2CN(c3ccc(Cl)nc3)CC2C1. RXN SMILES: [CH2:1]1[N:2]([C:9](=[O:10])[O:11][C:12]([CH3:13])([CH3:14])[CH3:15])[CH2:3][CH:4]2[CH:5]1[CH2:6][NH:7][CH2:8]2.[Cl:16][c:17]1[n:18][cH:19][c:20]([I:23])[cH:21][cH:22]1>>[CH2:1]1[N:2]([C:9](=[O:10])[O:11][C:12]([CH3:13])([CH3:14])[CH3:15])[CH2:3][CH:4]2[CH:5]1[CH2:6][N:7]([c:20]1[cH:19][n:18][c:17]([Cl:16])[cH:22][cH:21]1)[CH2:8]2.